From a dataset of the Open Reaction Database (ORD), a public repository of structured organic reaction records. describe an organic reaction: reactants, conditions, products, and yield Reactants: CN(C)C(OC)OC (N,N-dimethylformamidedimethylacetal), CC1=CC=C(C(=N1)C#CC1=CC=CC=C1)N ((6-methyl-2-phenylethynyl-pyridin-3-yl)amine). Solvent: C1(=CC=CC=C1)C (toluene). The product is CN(C=NC=1C(=NC(=CC1)C)C#CC1=CC=CC=C1)C (N,N-dimethyl-N′-(6-methyl-2-phenylethynyl-pyridin-3-yl)-formamidine). Yield: 18.4%. RXN SMILES: [CH3:1][N:2]([CH:4](OC)OC)[CH3:3].[CH3:9][C:10]1[N:15]=[C:14]([C:16]#[C:17][C:18]2[CH:23]=[CH:22][CH:21]=[CH:20][CH:19]=2)[C:13]([NH2:24])=[CH:12][CH:11]=1>C1(C)C=CC=CC=1>[CH3:1][N:2]([CH3:3])[CH:4]=[N:24][C:13]1[C:14]([C:16]#[C:17][C:18]2[CH:19]=[CH:20][CH:21]=[CH:22][CH:23]=2)=[N:15][C:10]([CH3:9])=[CH:11][CH:12]=1. Procedure: A solution of N,N-dimethylformamidedimethylacetal (80 μl, 0.60 mmol) and (6-methyl-2-phenylethynyl-pyridin-3-yl)amine (102 mg, 0.49 mmol) from Example 1, in toluene (1 ml) was heated for 20 h, at 80° C. The solvent was evaporated and the residue was purified by flash chromatography (hexane/ethyl acetate 4:1) to give 24 mg (0.09 mmol, 15%) of N,N-dimethyl-N′-(6-methyl-2-phenylethynyl-pyridin-3-yl)-formamidine as a yellow oil.